From a dataset of the Open Reaction Database (ORD), a public repository of structured organic reaction records. describe an organic reaction: reactants, conditions, products, and yield The reactants are COC(=O)c1ccc2c(C3CCCCC3)c3n(c2c1)CC(CCC(=O)OC(C)(C)C)COc1ccccc1-3, ClCCl, O=C(O)C(F)(F)F, O. Product: COC(=O)c1ccc2c(C3CCCCC3)c3n(c2c1)CC(CCC(=O)O)COc1ccccc1-3. As a reaction SMILES: [C:9]([CH3:10])([CH3:11])([CH3:12])[O:13][C:14]([CH2:15][CH2:16][CH:17]1[CH2:18][O:19][c:20]2[c:21]([cH:42][cH:43][cH:44][cH:45]2)-[c:22]2[n:23]([c:25]3[cH:26][c:27]([C:38](=[O:39])[O:40][CH3:41])[cH:28][cH:29][c:30]3[c:31]2[CH:32]2[CH2:33][CH2:34][CH2:35][CH2:36][CH2:37]2)[CH2:24]1)=[O:46].[Cl:47][CH2:48][Cl:49].[F:1][C:2]([F:3])([F:4])[C:5]([OH:6])=[O:7].[OH2:8]>>[O:13]=[C:14]([CH2:15][CH2:16][CH:17]1[CH2:18][O:19][c:20]2[c:21]([cH:42][cH:43][cH:44][cH:45]2)-[c:22]2[n:23]([c:25]3[cH:26][c:27]([C:38](=[O:39])[O:40][CH3:41])[cH:28][cH:29][c:30]3[c:31]2[CH:32]2[CH2:33][CH2:34][CH2:35][CH2:36][CH2:37]2)[CH2:24]1)[OH:46].